From a dataset of the Open Reaction Database (ORD), a public repository of structured organic reaction records. describe an organic reaction: reactants, conditions, products, and yield Starting materials: 5-methoxy-2-naphthalen-2-ylamine, Cl.FC=1C=C(C(=O)O)C=CC1OCCN1CCCCC1 (3-fluoro-4-(2-piperidin-1-ylethoxy)benzoic acid hydrochloride), FC=1C=C(CNC2=C(C=CC(=C2)OC)C2=CC3=CC=CC=C3C=C2)C=CC1OCCN1CCCCC1 ([3-fluoro-4-(2-piperidin-1-ylethoxy)benzyl](5-methoxy-2-naphthalen-2-ylphenyl)amine). The product is C(C)N(C1=C(C=CC(=C1)OC)C1=CC2=CC=CC=C2C=C1)CC1=CC(=C(C=C1)OCCN1CCCCC1)F (ethyl[3-fluoro-4-(2-piperidin-1-ylethoxy)benzyl](5-methoxy-2-naphthalen-2-ylphenyl)amine). As a reaction SMILES: Cl.[F:2][C:3]1[CH:4]=[C:5]([CH:9]=[CH:10][C:11]=1[O:12][CH2:13][CH2:14][N:15]1[CH2:20][CH2:19][CH2:18][CH2:17][CH2:16]1)[C:6](O)=O.FC1C=[C:24](C=CC=1OCCN1CCCCC1)[CH2:25][NH:26][C:27]1[CH:32]=[C:31]([O:33][CH3:34])[CH:30]=[CH:29][C:28]=1[C:35]1[CH:44]=[CH:43][C:42]2[C:37](=[CH:38][CH:39]=[CH:40][CH:41]=2)[CH:36]=1>>[CH2:25]([N:26]([CH2:6][C:5]1[CH:9]=[CH:10][C:11]([O:12][CH2:13][CH2:14][N:15]2[CH2:20][CH2:19][CH2:18][CH2:17][CH2:16]2)=[C:3]([F:2])[CH:4]=1)[C:27]1[CH:32]=[C:31]([O:33][CH3:34])[CH:30]=[CH:29][C:28]=1[C:35]1[CH:44]=[CH:43][C:42]2[C:37](=[CH:38][CH:39]=[CH:40][CH:41]=2)[CH:36]=1)[CH3:24] |f:0.1|. Procedure details: Synthesized from 5-methoxy-2-naphthalen-2-ylamine and 3-fluoro-4-(2-piperidin-1-ylethoxy)benzoic acid hydrochloride according to an analogous synthetic method to Example 114, [3-fluoro-4-(2-piperidin-1-ylethoxy)benzyl](5-methoxy-2-naphthalen-2-ylphenyl)amine (290 mg) was used according to an analogous synthetic method to Example 36 to provide ethyl[3-fluoro-4-(2-piperidin-1-ylethoxy)benzyl](5-methoxy-2-naphthalen-2-ylphenyl)amine (252 mg). This compound (250 mg) was used according to an analogou... Reactants: COc1ccc2c(c1)CCN(C(=O)OC(C)(C)C)CC2, CC(=O)OC(C)=O, O=[N+]([O-])O. The product is COc1cc2c(cc1[N+](=O)[O-])CCN(C(=O)OC(C)(C)C)CC2. As a reaction SMILES: [C:1]([CH3:2])([CH3:3])([CH3:4])[O:5][C:6](=[O:7])[N:8]1[CH2:9][CH2:10][c:11]2[c:12]([cH:15][c:16]([O:19][CH3:20])[cH:17][cH:18]2)[CH2:13][CH2:14]1.[CH3:25][C:26]([O:27][C:28](=[O:29])[CH3:30])=[O:31].[OH:21][N+:22]([O-:23])=[O:24]>>[C:1]([CH3:2])([CH3:3])([CH3:4])[O:5][C:6](=[O:7])[N:8]1[CH2:9][CH2:10][c:11]2[c:12]([cH:15][c:16]([O:19][CH3:20])[c:17]([N+:22](=[O:21])[O-:23])[cH:18]2)[CH2:13][CH2:14]1.